This data is from the Open Reaction Database (ORD), a public repository of structured organic reaction records. The task is: describe an organic reaction: reactants, conditions, products, and yield Reactants: CCOC(=O)c1nc(C#N)cn1COCC[Si](C)(C)C, CCO, [K+], [OH-]. Yields the product [K+], C[Si](C)(C)CCOCn1cc(C#N)nc1C(=O)[O-]. RXN SMILES: [CH2:1]([CH3:2])[O:3][C:4](=[O:5])[c:6]1[n:7]([CH2:13][O:14][CH2:15][CH2:16][Si:17]([CH3:18])([CH3:19])[CH3:20])[cH:8][c:9]([C:11]#[N:12])[n:10]1.[CH3:23][CH2:24][OH:25].[K+:22].[OH-:21]>>[K+:22].[O:3]=[C:4]([O-:5])[c:6]1[n:7]([CH2:13][O:14][CH2:15][CH2:16][Si:17]([CH3:18])([CH3:19])[CH3:20])[cH:8][c:9]([C:11]#[N:12])[n:10]1. Reactants: BrC=1C(=C2C(=NC1)N(C=C2NC(CCOC)=O)C(=O)OC(C)(C)C)N2C[C@@H](CCC2)NC(=O)OC(C)(C)C ((R)-tert-butyl 5-bromo-4-(3-(tert-butoxycarbonylamino)piperidin-1-yl)-3-(3-methoxypropanamido)-1H-pyrrolo[2,3-b]pyridine-1-carboxylate), C1(CC1)B(O)O (cyclopropylboronic acid), C1(CCCCC1)P(C1CCCCC1)C1CCCCC1 (tricyclohexylphosphine), [O-]P(=O)([O-])[O-].[K+].[K+].[K+] (K3PO4). The reagents and catalysts are C(C)(=O)O[Pd]OC(C)=O (diacetoxypalladium). The solvent is CCOC(=O)C (EtOAc), O (water), CC#N.O (CH3CN water), C1(=CC=CC=C1)C.O (toluene water). Run at temperature 80 celsius, time 22 hour. Yields the product C(C)(C)(C)OC(=O)N[C@H]1CN(CCC1)C1=C2C(=NC=C1C1CC1)N(C=C2NC(CCOC)=O)C(=O)OC(C)(C)C ((R)-tert-butyl 4-(3-(tert-butoxycarbonylamino)piperidin-1-yl)-5-cyclopropyl-3-(3-methoxypropanamido)-1H-pyrrolo[2,3-b]pyridine-1-carboxylate). Yield: 22.3%. RXN SMILES: Br[C:2]1[C:3]([N:25]2[CH2:30][CH2:29][CH2:28][C@@H:27]([NH:31][C:32]([O:34][C:35]([CH3:38])([CH3:37])[CH3:36])=[O:33])[CH2:26]2)=[C:4]2[C:10]([NH:11][C:12](=[O:17])[CH2:13][CH2:14][O:15][CH3:16])=[CH:9][N:8]([C:18]([O:20][C:21]([CH3:24])([CH3:23])[CH3:22])=[O:19])[C:5]2=[N:6][CH:7]=1.[CH:39]1(B(O)O)[CH2:41][CH2:40]1.C1(P(C2CCCCC2)C2CCCCC2)CCCCC1.[O-]P([O-])([O-])=O.[K+].[K+].[K+]>C1(C)C=CC=CC=1.O.CCOC(C)=O.O.C(O[Pd]OC(=O)C)(=O)C.CC#N.O>[C:35]([O:34][C:32]([NH:31][C@@H:27]1[CH2:28][CH2:29][CH2:30][N:25]([C:3]2[C:2]([CH:39]3[CH2:41][CH2:40]3)=[CH:7][N:6]=[C:5]3[N:8]([C:18]([O:20][C:21]([CH3:24])([CH3:22])[CH3:23])=[O:19])[CH:9]=[C:10]([NH:11][C:12](=[O:17])[CH2:13][CH2:14][O:15][CH3:16])[C:4]=23)[CH2:26]1)=[O:33])([CH3:38])([CH3:36])[CH3:37] |f:3.4.5.6,7.8,12.13|. Reported procedure: A mixture of (R)-tert-butyl 5-bromo-4-(3-(tert-butoxycarbonylamino)piperidin-1-yl)-3-(3-methoxypropanamido)-1H-pyrrolo[2,3-b]pyridine-1-carboxylate (370 mg, 0.620 mmol), cyclopropylboronic acid (213 mg, 2.48 mmol), tricyclohexylphosphine (20.9 mg, 0.0744 mmol), K3PO4 (461 mg, 2.17 mmol), and diacetoxypalladium (13.9 mg, 0.0620 mmol) in toluene/water (10:1 mixture, 9 mL) was stirred at 80° C. for 22 hours. The mixture was then diluted with EtOAc (60 mL) and water (10 mL) was added. The layers wer... The product is [N-]=[N+]=NCc1csc2cncn12. RXN SMILES: [CH3:28][c:29]1[cH:30][cH:31][cH:32][cH:33][cH:34]1.[OH:18][CH2:19][c:20]1[n:21]2[c:22]([s:23][cH:24]1)[cH:25][n:26][cH:27]2.[c:1]1([P:2]([c:3]2[cH:4][cH:5][cH:6][cH:7][cH:8]2)(=[O:9])[N:15]=[N+:16]=[N-:17])[cH:10][cH:11][cH:12][cH:13][cH:14]1>>[N:15](=[N+:16]=[N-:17])[CH2:19][c:20]1[n:21]2[c:22]([s:23][cH:24]1)[cH:25][n:26][cH:27]2. Reactants: Cc1ccccc1, OCc1csc2cncn12, [N-]=[N+]=NP(=O)(c1ccccc1)c1ccccc1. Starting materials: C(CC)OC1=CC=C(N)C=C1 (4-propoxyaniline), ClC1=C(C(=O)O)C(=CC=C1[N+](=O)[O-])Cl (2,6-dichloro-3-nitrobenzoic acid), CN(C1=CC=CC=C1)C (N,N-dimethylaniline). Solvent: C(Cl)(Cl)Cl (chloroform). The product is ClC1=CC=C(C(=C1C(=O)O)NC1=CC=C(C=C1)OCCC)[N+](=O)[O-] (6-chloro-3-nitro-2-[(4-propoxyphenyl)amino]benzoic acid). As a reaction SMILES: [CH2:1]([O:4][C:5]1[CH:11]=[CH:10][C:8]([NH2:9])=[CH:7][CH:6]=1)[CH2:2][CH3:3].Cl[C:13]1[C:21]([N+:22]([O-:24])=[O:23])=[CH:20][CH:19]=[C:18]([Cl:25])[C:14]=1[C:15]([OH:17])=[O:16].CN(C)C1C=CC=CC=1>C(Cl)(Cl)Cl>[Cl:25][C:18]1[C:14]([C:15]([OH:17])=[O:16])=[C:13]([NH:9][C:8]2[CH:10]=[CH:11][C:5]([O:4][CH2:1][CH2:2][CH3:3])=[CH:6][CH:7]=2)[C:21]([N+:22]([O-:24])=[O:23])=[CH:20][CH:19]=1. Procedure details: A mixture of 24.5 g of 4-propoxyaniline, 19.8 g of 2,6-dichloro-3-nitrobenzoic acid, and 150 ml N,N-dimethylaniline was heated under nitrogen at 100° overnight. The cooled reaction mixture was treated with dilute base and chloroform. After the aqueous layer was washed several times with chloroform, it was treated with hydrochloric acid and the resulting orange needles were collected by filtration and washed with water to give 6-chloro-3-nitro-2-[(4-propoxyphenyl)amino]benzoic acid, mp 194°-196° ...